From a dataset of the Open Reaction Database (ORD), a public repository of structured organic reaction records. describe an organic reaction: reactants, conditions, products, and yield The reactants are C1(=CC=CC=C1)P(C1=CC=CC=C1)(C1=CC=CC=C1)=CC(=O)OCC1=CC=CC=C1 (Benzyl (triphenylphosphoranylidene)acetate), COC=1C=C2C=C(NC2=CC1)C=O (5-methoxy-1H-indole-2-carbaldehyde). Run in C(Cl)Cl (CH2Cl2). Reaction conditions: time 4 hour. Product: COC=1C=C2C=C(NC2=CC1)/C=C/C(=O)OCC1=CC=CC=C1 (Benzyl (2E)-3-(5-methoxy-1H-indol-2-yl)-2-propenoate). Isolated yield 87.0%. Reaction SMILES: C1(P(=[CH:20][C:21]([O:23][CH2:24][C:25]2[CH:30]=[CH:29][CH:28]=[CH:27][CH:26]=2)=[O:22])(C2C=CC=CC=2)C2C=CC=CC=2)C=CC=CC=1.[CH3:31][O:32][C:33]1[CH:34]=[C:35]2[C:39](=[CH:40][CH:41]=1)[NH:38][C:37]([CH:42]=O)=[CH:36]2>C(Cl)Cl>[CH3:31][O:32][C:33]1[CH:34]=[C:35]2[C:39](=[CH:40][CH:41]=1)[NH:38][C:37](/[CH:42]=[CH:20]/[C:21]([O:23][CH2:24][C:25]1[CH:26]=[CH:27][CH:28]=[CH:29][CH:30]=1)=[O:22])=[CH:36]2. Procedure details: Benzyl (triphenylphosphoranylidene)acetate (49.2 g, 0.120 mol) was added to a stirred solution of 5-methoxy-1H-indole-2-carbaldehyde (1) (20.0 g, 0.114 mol) in CH2Cl2 (500 mL) and the solution was stirred at room temperature for 4 h. The solvent was removed in vacuo and the residue slurried with methanol (200 mL), whereupon crystallisation of the product occurred. The mixture was filtered, washed with several portions of cold methanol, and dried to give benzyl (2E)-3-(5-methoxy-1H-indol-2-yl)-2-...